Dataset: the Open Reaction Database (ORD), a public repository of structured organic reaction records. Task: describe an organic reaction: reactants, conditions, products, and yield Starting materials: C(C)(C)(C)OC(=O)N1CCC(CC1)OCC1=NOC(=N1)C1=CC=2C(=NC=CC2O1)Cl (4-[5-(4-chlorofuro[3,2-c]pyridin-2-yl)-[1,2,4]oxadiazol-3-ylmethoxy]piperidine-1-carboxylic acid tert-butyl ester), O (H2O), C(=O)(C(F)(F)F)O (TFA). The solvent is C(Cl)Cl (CH2Cl2). Conditions: time 1 hour. The product is ClC1=NC=CC2=C1C=C(O2)C2=NC(=NO2)COC2CCNCC2 (4-chloro-2-[3-(piperidin-4-yloxymethyl)-[1,2,4]oxadiazol-5-yl]furo[3,2-c]pyridine). RXN SMILES: C(OC([N:8]1[CH2:13][CH2:12][CH:11]([O:14][CH2:15][C:16]2[N:20]=[C:19]([C:21]3[O:29][C:28]4[CH:27]=[CH:26][N:25]=[C:24]([Cl:30])[C:23]=4[CH:22]=3)[O:18][N:17]=2)[CH2:10][CH2:9]1)=O)(C)(C)C.O.C(O)(C(F)(F)F)=O>C(Cl)Cl>[Cl:30][C:24]1[C:23]2[CH:22]=[C:21]([C:19]3[O:18][N:17]=[C:16]([CH2:15][O:14][CH:11]4[CH2:10][CH2:9][NH:8][CH2:13][CH2:12]4)[N:20]=3)[O:29][C:28]=2[CH:27]=[CH:26][N:25]=1. Reported procedure: A stirred solution of 4-[5-(4-chlorofuro[3,2-c]pyridin-2-yl)-[1,2,4]oxadiazol-3-ylmethoxy]piperidine-1-carboxylic acid tert-butyl ester (Example 57, 150 mg, 346 μmol) in CH2Cl2 (4 mL) was treated with H2O (6 μL) and TFA (1.5 mL). After 1 h, the reaction was concentrated in vacuo, then the excess TFA was removed through azeotropic distillation with PhMe under reduced pressure. The remainder was partitioned between EtOAc and 2M NaOH. The aqueous phase was extracted further with EtOAc, then the com... The reactants are C(C)OC(=O)N1N=C(C2=CC(=CC=C12)Br)OC (5-Bromo-3-methoxy-indazole-1-carboxylic acid ethyl ester), BrC1=C2C(=NNC2=CC=C1)OC (4-Bromo-3-methoxy-1H-indazole). Product: BrC=1C=C2C(=NNC2=CC1)OC (5-Bromo-3-methoxy-1H-indazole). Reaction SMILES: C(OC([N:6]1[C:14]2[C:9](=[CH:10][C:11]([Br:15])=[CH:12][CH:13]=2)[C:8]([O:16][CH3:17])=[N:7]1)=O)C.BrC1C=CC=C2C=1C(OC)=NN2>>[Br:15][C:11]1[CH:10]=[C:9]2[C:14](=[CH:13][CH:12]=1)[NH:6][N:7]=[C:8]2[O:16][CH3:17]. Reported procedure: 5-Bromo-3-methoxy-1H-indazole CCX was prepared from 5-Bromo-3-methoxy-indazole-1-carboxylic acid ethyl ester using the procedure described for preparation of 4-Bromo-3-methoxy-1H-indazole CLXXXVI (Example 37). Reactants: CCC(O)c1cnc(OC)cc1C, ClC(Cl)Cl. Product: CCC(=O)c1cnc(OC)cc1C. RXN SMILES: [CH3:1][O:2][c:3]1[cH:4][c:5]([CH3:13])[c:6]([CH:9]([CH2:10][CH3:11])[OH:12])[cH:7][n:8]1.[Cl:14][CH:15]([Cl:16])[Cl:17]>>[CH3:1][O:2][c:3]1[cH:4][c:5]([CH3:13])[c:6]([C:9]([CH2:10][CH3:11])=[O:12])[cH:7][n:8]1. Starting materials: O=C(O)C(Br)CCCl, CCCC[N+](CCCC)(CCCC)CCCC, [Cl-], ClCCl, NCC1CC1, [Na+], [OH-], O, O=S(=O)([O-])O. The product is O=C1C(Br)CCN1CC1CC1. RXN SMILES: [Br:9][CH:10]([C:11](=[O:12])[OH:16])[CH2:14][CH2:15][Cl:13].[CH2:23]([N+:24]([CH2:25][CH2:26][CH2:27][CH3:28])([CH2:29][CH2:30][CH2:31][CH3:32])[CH2:33][CH2:34][CH2:35][CH3:36])[CH2:37][CH2:38][CH3:39].[Cl-:8].[Cl:40][CH2:41][Cl:42].[NH2:3][CH2:4][CH:5]1[CH2:6][CH2:7]1.[Na+:2].[OH-:1].[OH2:17].[S:18]([O-:19])([OH:20])(=[O:21])=[O:22]>>[N:3]1([CH2:4][CH:5]2[CH2:6][CH2:7]2)[C:11](=[O:12])[CH:10]([Br:9])[CH2:14][CH2:15]1.